describe an organic reaction: reactants, conditions, products, and yield From a dataset of the Open Reaction Database (ORD), a public repository of structured organic reaction records. The yield is 77.0%. Conditions: temperature -30 celsius, time 15 minute. Procedure details: A solution of n-BuLi (2.1 mL, 3.36 mmol, 1.6 M in hexane) was added to a solution of (4-bromophenylethynyl)trimethylsilane (0.69 mg, 2.74 mmol) in 50 mL of Et2O prechilled to -78° C. The solution was then stirred at -30° C. for 15 minutes. The solution was warmed to room temperature, stirred for 1 hour, and cooled to -30° C. A THF solution (20 mL) of 4,4'-bis(trimethylsilylethynyl)benzophenone (0.83 g, 2.19 nmol) prechilled to -30° C. was added slowly and the resulting mixture was stirred for 15... Reactants: C1CCOC1 (THF), C[Si](C)(C)C#CC1=CC=C(C(=O)C2=CC=C(C=C2)C#C[Si](C)(C)C)C=C1 (4,4'-bis(trimethylsilylethynyl)benzophenone), [Li]CCCC (n-BuLi), BrC1=CC=C(C=C1)C#C[Si](C)(C)C ((4-bromophenylethynyl)trimethylsilane). The solvent is CCOCC (Et2O), O (H2O). RXN SMILES: [Li]CCCC.Br[C:7]1[CH:12]=[CH:11][C:10]([C:13]#[C:14][Si:15]([CH3:18])([CH3:17])[CH3:16])=[CH:9][CH:8]=1.C1COCC1.[CH3:24][Si:25]([C:28]#[C:29][C:30]1[CH:49]=[CH:48][C:33]([C:34]([C:36]2[CH:41]=[CH:40][C:39]([C:42]#[C:43][Si:44]([CH3:47])([CH3:46])[CH3:45])=[CH:38][CH:37]=2)=[O:35])=[CH:32][CH:31]=1)([CH3:27])[CH3:26]>CCOCC.O>[CH3:16][Si:15]([C:14]#[C:13][C:10]1[CH:11]=[CH:12][C:7]([C:34]([C:33]2[CH:32]=[CH:31][C:30]([C:29]#[C:28][Si:25]([CH3:24])([CH3:26])[CH3:27])=[CH:49][CH:48]=2)([C:36]2[CH:37]=[CH:38][C:39]([C:42]#[C:43][Si:44]([CH3:47])([CH3:46])[CH3:45])=[CH:40][CH:41]=2)[OH:35])=[CH:8][CH:9]=1)([CH3:18])[CH3:17]. Yields the product C[Si](C)(C)C#CC1=CC=C(C=C1)C(O)(C1=CC=C(C=C1)C#C[Si](C)(C)C)C1=CC=C(C=C1)C#C[Si](C)(C)C (tri(4-(trimethylsilylethynyl)phenyl)methanol). The reactants are [N+](=O)([O-])C=1N=NNC1 (4-nitro-1H-triazole), ClCOCC[Si](C)(C)C (2-(chloromethoxy)ethyl-trimethyl-silane), [H-].[Na+] (sodium hydride). Solvent: C1CCOC1 (THF). Reaction conditions: time 30 minute. Yields the product [N+](=O)([O-])C1=NN(N=C1)COCC[Si](C)(C)C (4-nitro-2-((2-(trimethylsilyl)ethoxy)methyl)-2H-1,2,3-triazole), solid. The yield is 33.0%. As a reaction SMILES: [N+:1]([C:4]1[N:5]=[N:6][NH:7][CH:8]=1)([O-:3])=[O:2].[H-].[Na+].Cl[CH2:12][O:13][CH2:14][CH2:15][Si:16]([CH3:19])([CH3:18])[CH3:17]>C1COCC1>[N+:1]([C:4]1[CH:8]=[N:7][N:6]([CH2:12][O:13][CH2:14][CH2:15][Si:16]([CH3:19])([CH3:18])[CH3:17])[N:5]=1)([O-:3])=[O:2] |f:1.2|. Procedure: To a solution of 4-nitro-1H-triazole (5.00 g, 43.84 mmol) in THF (230 mL), cooled to 0° C., was added sodium hydride (2.28 g, 56.99 mmol) portionwise over 30 min. The mixture was stirred for a further 30 min and then 2-(chloromethoxy)ethyl-trimethyl-silane (7.67 g, 8.15 mL, 46.03 mmol) was added dropwise. The reaction was allowed to warm to room temperature and stirred for 2 h, then re-cooled to 0° C. and quenched with water. The mixture was extracted with EtOAc and the organics washed with brin... Starting materials: COC(=O)C1CC(S(=O)(=O)c2ccccc2C(F)(F)F)CN1c1cc(C)nn1C, [Li+], [OH-]. Product: Cc1cc(N2CC(S(=O)(=O)c3ccccc3C(F)(F)F)CC2C(=O)O)n(C)n1. As a reaction SMILES: [CH3:1][O:2][C:3](=[O:4])[CH:5]1[N:6]([c:23]2[n:24]([CH3:29])[n:25][c:26]([CH3:28])[cH:27]2)[CH2:7][CH:8]([S:10](=[O:11])(=[O:12])[c:13]2[c:14]([C:19]([F:20])([F:21])[F:22])[cH:15][cH:16][cH:17][cH:18]2)[CH2:9]1.[Li+:30].[OH-:31]>>[O:2]=[C:3]([OH:4])[CH:5]1[N:6]([c:23]2[n:24]([CH3:29])[n:25][c:26]([CH3:28])[cH:27]2)[CH2:7][CH:8]([S:10](=[O:11])(=[O:12])[c:13]2[c:14]([C:19]([F:20])([F:21])[F:22])[cH:15][cH:16][cH:17][cH:18]2)[CH2:9]1. The reactants are BrCC(=O)OCC (ethyl bromoacetate), C1=CC(=CC=C1O)Br (p-bromophenol), [Na] (sodium). Run in C(C)OCC (diethyl ether), C(C)O (ethanol), C(C)O (ethanol). The product is BrC1=CC=C(OCC(=O)OCC)C=C1 (Ethyl p-bromophenoxy-acetate). As a reaction SMILES: [Na].[CH:2]1[C:7]([OH:8])=[CH:6][CH:5]=[C:4]([Br:9])[CH:3]=1.Br[CH2:11][C:12]([O:14][CH2:15][CH3:16])=[O:13]>C(O)C.C(OCC)C>[Br:9][C:4]1[CH:5]=[CH:6][C:7]([O:8][CH2:11][C:12]([O:14][CH2:15][CH3:16])=[O:13])=[CH:2][CH:3]=1 |^1:0|. Procedure details: 2.76 g of sodium are dissolved in 100 ml of anhydrous ethanol and 20.8 g (0.120 mol) of p-bromophenol are added. 22.1 g (0.132 mol) of ethyl bromoacetate are run into this solution over the course of 20 minutes and the mixture is then heated under reflux for 1 hour. The ethanol is driven off under reduced pressure and the residue is dissolved in diethyl ether; after washing with water and then with a potassium carbonate solution, and evaporating the solvent, 30.2 g of a white powder are obtained... Run in C(=O)(C(F)(F)F)O (TFA). Reaction SMILES: COC1C=CC(C[N:8](CC2C=CC(OC)=CC=2)[C:9]2[N:14]=[C:13]([CH3:15])[N:12]=[C:11]([C:16]3[C:17]([NH:23][C:24]4[CH:25]=[CH:26][C:27]([NH:30][C:31](=[O:33])[CH3:32])=[N:28][CH:29]=4)=[N:18][CH:19]=[C:20]([Cl:22])[CH:21]=3)[N:10]=2)=CC=1.FC(F)(F)S(O)(=O)=O>C(O)(C(F)(F)F)=O>[NH2:8][C:9]1[N:14]=[C:13]([CH3:15])[N:12]=[C:11]([C:16]2[C:17]([NH:23][C:24]3[CH:25]=[CH:26][C:27]([NH:30][C:31](=[O:33])[CH3:32])=[N:28][CH:29]=3)=[N:18][CH:19]=[C:20]([Cl:22])[CH:21]=2)[N:10]=1. Yield: 47.6%. Yields the product NC1=NC(=NC(=N1)C)C=1C(=NC=C(C1)Cl)NC=1C=CC(=NC1)NC(C)=O (N-(5-(3-(4-amino-6-methyl-1,3,5-triazin-2-yl)-5-chloropyridin-2-ylamino)pyridin-2-yl)acetamide). Starting materials: COC1=CC=C(CN(C2=NC(=NC(=N2)C)C=2C(=NC=C(C2)Cl)NC=2C=CC(=NC2)NC(C)=O)CC2=CC=C(C=C2)OC)C=C1 (N-(5-(3-(4-(bis(4-methoxybenzyl)amino)-6-methyl-1,3,5-triazin-2-yl)-5-chloropyridin-2-ylamino)pyridin-2-yl)acetamide), FC(S(=O)(=O)O)(F)F (trifluoromethanesulfonic acid). Procedure: A solution of N-(5-(3-(4-(bis(4-methoxybenzyl)amino)-6-methyl-1,3,5-triazin-2-yl)-5-chloropyridin-2-ylamino)pyridin-2-yl)acetamide (0.060 g, 0.098 mmol) and trifluoromethanesulfonic acid (TCI) (40 μL, 0.450 mmol) in TFA (2 mL) was stirred at rt for 2.5 h. Then the mixture was stirred at 75° C. for 2 h. Most of the TFA was removed in vacuo and then the residue was taken up in a small amount of DCM. Solid NaHCO3 was added in portions until no more effervescence was observed. Water was added and th... Reaction conditions: temperature 75 celsius, time 2 hour.